Dataset: the Open Reaction Database (ORD), a public repository of structured organic reaction records. Task: describe an organic reaction: reactants, conditions, products, and yield Reactants: N(=[N+]=[N-])C1=C(C(=CC=C1)Cl)Cl (1-azido-2,3-dichlorobenzene), ClC1=CC=C(C=C1)C=1N(C(N(N1)CC#C)=O)C[C@@H](C(F)(F)F)O (5-(4-Chlorophenyl)-2-(prop-2-yn-1-yl)-4-[(2S)-3,3,3-trifluoro-2-hydroxypropyl]-2,4-dihydro-3H-1,2,4-triazol-3-one), crude mixture. The reagents and catalysts are O.C(C)(=O)[O-].[Cu+2].C(C)(=O)[O-] (copper(II) acetate monohydrate). Run in C(C)#N (acetonitrile). Conditions: temperature 50 celsius, time 2 hour. Product: ClC1=CC=C(C=C1)C=1N(C(N(N1)CC=1N=NN(C1)C1=C(C(=CC=C1)Cl)Cl)=O)C[C@@H](C(F)(F)F)O (5-(4-Chlorophenyl)-2-{[1-(2,3-dichlorophenyl)-1H-1,2,3-triazol-4-yl]methyl}-4-[(2S)-3,3,3-trifluoro-2-hydroxypropyl]-2,4-dihydro-3H-1,2,4-triazol-3-one). RXN SMILES: [Cl:1][C:2]1[CH:7]=[CH:6][C:5]([C:8]2[N:9]([CH2:17][C@H:18]([OH:23])[C:19]([F:22])([F:21])[F:20])[C:10](=[O:16])[N:11]([CH2:13][C:14]#[CH:15])[N:12]=2)=[CH:4][CH:3]=1.[N:24]([C:27]1[CH:32]=[CH:31][CH:30]=[C:29]([Cl:33])[C:28]=1[Cl:34])=[N+:25]=[N-:26]>C(#N)C.O.C([O-])(=O)C.[Cu+2].C([O-])(=O)C>[Cl:1][C:2]1[CH:7]=[CH:6][C:5]([C:8]2[N:9]([CH2:17][C@H:18]([OH:23])[C:19]([F:21])([F:22])[F:20])[C:10](=[O:16])[N:11]([CH2:13][C:14]3[N:26]=[N:25][N:24]([C:27]4[CH:32]=[CH:31][CH:30]=[C:29]([Cl:33])[C:28]=4[Cl:34])[CH:15]=3)[N:12]=2)=[CH:4][CH:3]=1 |f:3.4.5.6|. Procedure: 124 mg (0.36 mmol) of the compound from Example 14A were dissolved in 2 ml of acetonitrile, and 0.6 mg (0.003 mmol) of copper(II) acetate monohydrate and 56 mg (0.30 mmol) of 1-azido-2,3-dichlorobenzene were added. The mixture was stirred at 50° C. for 2 h. For work-up, the crude mixture was allowed to cool to RT and filtered through a little silica gel. The product was eluted with ethyl acetate and the solution obtained was concentrated under reduced pressure. The crude product was then purifie... Starting materials: C(C)(=O)O (Acetic acid), C1(=CC=CC=C1)[C@@H](C)NC1=C(CC2(OCCO2)CC1)C(=O)OCC ((R)-ethyl 8-(1-phenylethylamino)-1,4-dioxaspiro[4.5]dec-7-ene-7-carboxylate). Reagents/catalysts: [Pt] (Pt/C). The solvent is CCOC(=O)C (EtOAc), C(C)O (ethanol), C(C)O (ethanol). Run at time 16 hour. The product is C1(=CC=CC=C1)[C@@H](C)N[C@H]1[C@H](CC2(OCCO2)CC1)C(=O)OCC ((7S,8R)-ethyl 8-((R)-1-phenylethylamino)-1,4-dioxaspiro[4.5]decane-7-carboxylate). The yield is 54.0%. As a reaction SMILES: C(O)(=O)C.[C:5]1([C@H:11]([NH:13][C:14]2[CH2:23][CH2:22][C:17]3([O:21][CH2:20][CH2:19][O:18]3)[CH2:16][C:15]=2[C:24]([O:26][CH2:27][CH3:28])=[O:25])[CH3:12])[CH:10]=[CH:9][CH:8]=[CH:7][CH:6]=1>C(O)C.CCOC(C)=O.[Pt]>[C:5]1([C@H:11]([NH:13][C@@H:14]2[CH2:23][CH2:22][C:17]3([O:21][CH2:20][CH2:19][O:18]3)[CH2:16][C@@H:15]2[C:24]([O:26][CH2:27][CH3:28])=[O:25])[CH3:12])[CH:10]=[CH:9][CH:8]=[CH:7][CH:6]=1. Procedure: 5% Pt/C (Sigma-Aldrich catalog #205931, 0.80 g, 30.2 mmol) was carefully wetted down under argon with ethanol. Acetic acid (5.30 mL, 93 mmol) was added thereto followed by (R)-ethyl 8-(1-phenylethylamino)-1,4-dioxaspiro[4.5]dec-7-ene-7-carboxylate (prepared in a similar manner as that described in International Patent Application No. WO 2005/048932, 10.0 g, 30.2 mmol) in ethanol (50 mL). The reaction was then hydrogenated at 50 psi for about 16 hours with stirring in a Parr Shaker apparatus. The...